Dataset: the Open Reaction Database (ORD), a public repository of structured organic reaction records. Task: describe an organic reaction: reactants, conditions, products, and yield Reactants: CCOC(=O)c1cccc(NCc2ccc(OCc3c(C(C)C)nnn3-c3c(Cl)cccc3Cl)cc2C)c1, CN(C)C=O, [H-], CI, [Na+]. The product is CCOC(=O)c1cccc(N(C)Cc2ccc(OCc3c(C(C)C)nnn3-c3c(Cl)cccc3Cl)cc2C)c1. As a reaction SMILES: [CH2:1]([CH3:2])[O:3][C:4]([c:5]1[cH:6][c:7]([NH:11][CH2:12][c:13]2[c:14]([CH3:37])[cH:15][c:16]([O:19][CH2:20][c:21]3[n:22](-[c:29]4[c:30]([Cl:36])[cH:31][cH:32][cH:33][c:34]4[Cl:35])[n:23][n:24][c:25]3[CH:26]([CH3:27])[CH3:28])[cH:17][cH:18]2)[cH:8][cH:9][cH:10]1)=[O:38].[CH:43]([N:44]([CH3:45])[CH3:46])=[O:47].[H-:39].[I:41][CH3:42].[Na+:40]>>[CH2:1]([CH3:2])[O:3][C:4]([c:5]1[cH:6][c:7]([N:11]([CH2:12][c:13]2[c:14]([CH3:37])[cH:15][c:16]([O:19][CH2:20][c:21]3[n:22](-[c:29]4[c:30]([Cl:36])[cH:31][cH:32][cH:33][c:34]4[Cl:35])[n:23][n:24][c:25]3[CH:26]([CH3:27])[CH3:28])[cH:17][cH:18]2)[CH3:42])[cH:8][cH:9][cH:10]1)=[O:38].